This data is from the Open Reaction Database (ORD), a public repository of structured organic reaction records. The task is: describe an organic reaction: reactants, conditions, products, and yield Starting materials: ClCC(CC(=O)OCC)=O (ethyl 4-chloroacetoacetate), C(C)(=O)O (acetic acid), C1(=CC=CC=C1)C (toluene), C(C)N (ethylamine). Solvent: C(C)O (ethanol). Conditions: time 6 hour. Yields the product ClCC(=CCC(=O)OCC)NCC (ethyl 4-chloro-3-(ethylamino)but-2-enecarboxylate). Yield: 98.0%. As a reaction SMILES: [Cl:1][CH2:2][C:3](=O)[CH2:4]C(OCC)=O.[C:11]([OH:14])(=[O:13])[CH3:12].[CH2:15]([NH2:17])[CH3:16].[C:18]1(C)C=CC=C[CH:19]=1>C(O)C>[Cl:1][CH2:2][C:3]([NH:17][CH2:15][CH3:16])=[CH:4][CH2:12][C:11]([O:14][CH2:18][CH3:19])=[O:13]. Procedure: To a solution of 30 g of ethyl 4-chloroacetoacetate in 90 ml of toluene and 30 ml of ethanol are added 2 ml of acetic acid. At 10° C.-30° C., with cooling, 8.9 g of ethylamine are added dropwise. Subsequently, the mixture is stirred at room temperature for 6 h and the solvent is removed under reduced pressure at temperatures of down to 35° C. 37.7 g of ethyl 4-chloro-3-(ethylamino)but-2-enecarboxylate are obtained in a purity of 88% (this corresponds to 98% yield). Reactants: C(C)N1C(N(C(C=C1C)=O)CC)=O (1,3-Diethyl-6-methylpyrimidine-2,4(1H,3H)-dione), ClC1=CC=CC=C1 (chlorobenzene), C(C1=CC=CC=C1)(=O)Cl (benzoyl chloride), [Sn](Cl)(Cl)(Cl)Cl (tin(IV) chloride). Solvent: CCOC(=O)C (EtOAc). Yields the product C(C1=CC=CC=C1)(=O)C=1C(N(C(N(C1C)CC)=O)CC)=O (5-Benzoyl-1,3-diethyl-6-methylpyrimidine-2,4(1H,3H)-dione). RXN SMILES: [CH2:1]([N:3]1[C:8]([CH3:9])=[CH:7][C:6](=[O:10])[N:5]([CH2:11][CH3:12])[C:4]1=[O:13])[CH3:2].[C:14](Cl)(=[O:21])[C:15]1[CH:20]=[CH:19][CH:18]=[CH:17][CH:16]=1.[Sn](Cl)(Cl)(Cl)Cl.ClC1C=CC=CC=1>CCOC(C)=O>[C:14]([C:7]1[C:6](=[O:10])[N:5]([CH2:11][CH3:12])[C:4](=[O:13])[N:3]([CH2:1][CH3:2])[C:8]=1[CH3:9])(=[O:21])[C:15]1[CH:20]=[CH:19][CH:18]=[CH:17][CH:16]=1. Procedure details: 1,3-Diethyl-6-methylpyrimidine-2,4(1H,3H)-dione (step 1)(680 mg, 3.73 mmol), benzoyl chloride (1.299 mL, 11.20 mmol) and tin(IV) chloride (1.314 mL, 11.20 mmol) were combined in chlorobenzene (30 mL, 295 mmol) and the mixture heated at reflux for 16 h. The reaction mixture was cooled to RT and diluted with EtOAc. The mixture was washed with 2M NaOH(aq) until basic. The organic phase was washed with brine, dried over sodium sulphate and evaporated under vacuum. The residue was dissolved in DCM an...